This data is from the Open Reaction Database (ORD), a public repository of structured organic reaction records. The task is: describe an organic reaction: reactants, conditions, products, and yield The reactants are C1(=CC=CC=C1)P(=O)(C1=CC=CC=C1)N=[N+]=[N-] (diphenylphosphoryl azide), NCCSC[C@H](NC(=O)OC(C)(C)C)C(=O)OC (S-(2-aminoethyl)-N-[(1,1-dimethylethoxy)carbonyl]-L-cysteine, methyl ester), [OH-].[Na+] (sodium hydroxide), Cl (hydrochloric acid). The solvent is C(C)(=O)OCC (ethyl acetate), O1CCOCC1 (dioxane). Reaction conditions: time 2 hour. The product is O=C1NCCSCC1NC(OC(C)(C)C)=O ((hexahydro-5-oxo-1,4-thiazepin-6-yl)carbamic acid, (1,1-dimethylethyl) ester). RXN SMILES: [NH2:1][CH2:2][CH2:3][S:4][CH2:5][C@@H:6]([C:15]([O:17]C)=O)[NH:7][C:8]([O:10][C:11]([CH3:14])([CH3:13])[CH3:12])=[O:9].[OH-].[Na+].Cl.C1(P(N=[N+]=[N-])(C2C=CC=CC=2)=O)C=CC=CC=1>C(OCC)(=O)C.O1CCOCC1>[O:17]=[C:15]1[CH:6]([NH:7][C:8](=[O:9])[O:10][C:11]([CH3:14])([CH3:13])[CH3:12])[CH2:5][S:4][CH2:3][CH2:2][NH:1]1 |f:1.2|. Procedure details: A mixture of S-(2-aminoethyl)-N-[(1,1-dimethylethoxy)carbonyl]-L-cysteine, methyl ester (7.5 g., 26.9 mmole), 1N sodium hydroxide (31.0 ml., 1.15 eq.), and dioxane (30 ml.) is stirred at room temperature for 2 hours. The reaction is then treated with 1N hydrochloric acid (4.1 ml.) to quench excess hydroxide. The dioxane and water are evaporated and the residual water is removed azeotropically with acetonitrile (twice). The resulting foam is taken into dry dimethylformamide (100 ml.), treated wit...